This data is from the Open Reaction Database (ORD), a public repository of structured organic reaction records. The task is: describe an organic reaction: reactants, conditions, products, and yield Reactants: C(C)(C)(C)OC(NC(CC(=O)N1CC(N(C2=C(C1)C=CC=C2)CC(NC2CC2)=O)=O)CC2=C(C=C(C(=C2)F)F)F)=O ([3-(1-cyclopropylcarbamoylmethyl-2-oxo-1,2,3,5-tetrahydro-benzo[e][1,4]diazepin-4-yl)-3-oxo-1-(2,4,5-trifluoro-benzyl)-propyl]-carbamic acid tert-butyl ester), FC(C(=O)O)(F)F (trifluoroacetic acid), FC(C(=O)O)(F)F (trifluoroacetic acid). Run in C(Cl)Cl (DCM), C(Cl)Cl (DCM). Reaction conditions: time 1 hour. The product is FC(C(=O)O)(F)F (trifluoroacetic acid), N[C@@H](CC(=O)N1CC(N(C2=C(C1)C=CC=C2)CC(=O)NC2CC2)=O)CC2=C(C=C(C(=C2)F)F)F (2-{4-[(R)-3-amino-4-(2,4,5-trifluoro-phenyl)-butyryl]-2-oxo-2,3,4,5-tetrahydro-benzo[e][1,4]diazepin-1-yl}-N-cyclopropyl-acetamide). Yield: 78.0%. As a reaction SMILES: C(OC(=O)[NH:7][CH:8]([CH2:31][C:32]1[CH:37]=[C:36]([F:38])[C:35]([F:39])=[CH:34][C:33]=1[F:40])[CH2:9][C:10]([N:12]1[CH2:18][C:17]2[CH:19]=[CH:20][CH:21]=[CH:22][C:16]=2[N:15]([CH2:23][C:24](=[O:29])[NH:25][CH:26]2[CH2:28][CH2:27]2)[C:14](=[O:30])[CH2:13]1)=[O:11])(C)(C)C.[F:42][C:43]([F:48])([F:47])[C:44]([OH:46])=[O:45]>C(Cl)Cl>[F:42][C:43]([F:48])([F:47])[C:44]([OH:46])=[O:45].[NH2:7][C@H:8]([CH2:31][C:32]1[CH:37]=[C:36]([F:38])[C:35]([F:39])=[CH:34][C:33]=1[F:40])[CH2:9][C:10]([N:12]1[CH2:18][C:17]2[CH:19]=[CH:20][CH:21]=[CH:22][C:16]=2[N:15]([CH2:23][C:24]([NH:25][CH:26]2[CH2:28][CH2:27]2)=[O:29])[C:14](=[O:30])[CH2:13]1)=[O:11]. Procedure details: To a solution of [3-(1-cyclopropylcarbamoylmethyl-2-oxo-1,2,3,5-tetrahydro-benzo[e][1,4]diazepin-4-yl)-3-oxo-1-(2,4,5-trifluoro-benzyl)-propyl]-carbamic acid tert-butyl ester (40 mg, 0.07 mmol) in DCM (2 mL), was added trifluoroacetic acid (0.2 mL, 3 mL/mmol). The reaction mixture was stirred at r.t. for 1 h. After the completion of the reaction as confirmed by TLC, excess of trifluoroacetic acid and DCM were removed in vacuo to afford a gummy solid which was crystallised from hexane to afford t... Reactants: O=C([O-])[O-], CC(C)=O, Cc1c(SCCCN2CCNCC2)ccnc1CNc1ncncc1Cl, Cl, [I-], [Na+], [Na+], [Na+], ClCc1ccncc1. Yields the product Cc1c(SCCCN2CCN(Cc3ccncc3)CC2)ccnc1CNc1ncncc1Cl. RXN SMILES: [C:36](=[O:37])([O-:38])[O-:39].[CH3:44][C:45](=[O:46])[CH3:47].[Cl:1][c:2]1[c:3]([NH:8][CH2:9][c:10]2[n:11][cH:12][cH:13][c:14]([S:17][CH2:18][CH2:19][CH2:20][N:21]3[CH2:22][CH2:23][NH:24][CH2:25][CH2:26]3)[c:15]2[CH3:16])[n:4][cH:5][n:6][cH:7]1.[ClH:27].[I-:43].[Na+:40].[Na+:41].[Na+:42].[cH:28]1[cH:29][c:30]([CH2:34][Cl:35])[cH:31][cH:32][n:33]1>>[Cl:1][c:2]1[c:3]([NH:8][CH2:9][c:10]2[n:11][cH:12][cH:13][c:14]([S:17][CH2:18][CH2:19][CH2:20][N:21]3[CH2:22][CH2:23][N:24]([CH2:34][c:30]4[cH:29][cH:28][n:33][cH:32][cH:31]4)[CH2:25][CH2:26]3)[c:15]2[CH3:16])[n:4][cH:5][n:6][cH:7]1. Reaction SMILES: [Br:1][C:2]1[C:15]2[CH:14]=[CH:13][C:12]3[N:11]=[C:10](NC(=O)C(C)(C)C)[NH:9][C:8](=[O:23])[C:7]=3[C:6]=2[CH:5]=[CH:4][CH:3]=1.[CH2:24]([NH2:31])[C:25]1[CH:30]=[CH:29][CH:28]=[CH:27][CH:26]=1>CCOCC>[CH2:24]([NH:31][C:10]1[NH:9][C:8](=[O:23])[C:7]2[C:6]3[CH:5]=[CH:4][CH:3]=[C:2]([Br:1])[C:15]=3[CH:14]=[CH:13][C:12]=2[N:11]=1)[C:25]1[CH:30]=[CH:29][CH:28]=[CH:27][CH:26]=1. Yields the product C(C1=CC=CC=C1)NC1=NC=2C=CC3=C(C2C(N1)=O)C=CC=C3Br (3-(benzylamino)-7-bromobenzo-[f]quinazolin-1(2H)-one). Solvent: CCOCC (ether). The reactants are BrC1=CC=CC=2C=3C(NC(=NC3C=CC21)NC(C(C)(C)C)=O)=O (N-(7-bromo-1,2-dihydro-1-oxobenz[f]quinazolin-3-yl)pivalamide), C(C1=CC=CC=C1)N (benzylamine). Reported procedure: A mixture of N-(7-bromo-1,2-dihydro-1-oxobenz[f]quinazolin-3-yl)pivalamide (0.3 g, 0.8 mmole) and benzylamine (10 ml) was stirred and heated at reflux under a nitrogen atmosphere for 18 hours. The cooled reaction mixture was then mixed with 4 volumes of ether to cause precipitation of the product. The precipitate was filtered and recrystallized from methanol to give 3-(benzylamino)-7-bromobenzo-[f]quinazolin-1(2H)-one as an off-white solid. (0.11 g, 37%) 1H NMR(DMSO-d6, 200 MHz) δ: 4.62(d, J=5.7...